This data is from the Open Reaction Database (ORD), a public repository of structured organic reaction records. The task is: describe an organic reaction: reactants, conditions, products, and yield Reactants: Compound 26, C(CCCCCCC\C=C/C\C=C/CCCCC)(=O)O[C@@H]1CNC[C@H]1OC(CCCCCCC\C=C/C\C=C/CCCCC)=O ((3R,4R)-Pyrrolidine-3,4-diyl di((9Z,12Z)-octadec-9,12-dienoate)), Cl.CN(CC(=O)O)C (N,N-dimethylglycine hydrochloride). Yields the product C(CCCCCCC\C=C/C\C=C/CCCCC)(=O)O[C@@H]1CN(C[C@H]1OC(CCCCCCC\C=C/C\C=C/CCCCC)=O)C(CN(C)C)=O ((3R,4R)-1-(2-(Dimethylamino)acetyl)pyrrolidine-3,4-diyl di((9Z,12Z)-octadec-9,12-dienoate)). RXN SMILES: [C:1]([O:20][C@H:21]1[C@H:25]([O:26][C:27](=[O:45])[CH2:28][CH2:29][CH2:30][CH2:31][CH2:32][CH2:33][CH2:34]/[CH:35]=[CH:36]\[CH2:37]/[CH:38]=[CH:39]\[CH2:40][CH2:41][CH2:42][CH2:43][CH3:44])[CH2:24][NH:23][CH2:22]1)(=[O:19])[CH2:2][CH2:3][CH2:4][CH2:5][CH2:6][CH2:7][CH2:8]/[CH:9]=[CH:10]\[CH2:11]/[CH:12]=[CH:13]\[CH2:14][CH2:15][CH2:16][CH2:17][CH3:18].Cl.[CH3:47][N:48]([CH3:53])[CH2:49][C:50](O)=[O:51]>>[C:1]([O:20][C@H:21]1[C@H:25]([O:26][C:27](=[O:45])[CH2:28][CH2:29][CH2:30][CH2:31][CH2:32][CH2:33][CH2:34]/[CH:35]=[CH:36]\[CH2:37]/[CH:38]=[CH:39]\[CH2:40][CH2:41][CH2:42][CH2:43][CH3:44])[CH2:24][N:23]([C:50](=[O:51])[CH2:49][N:48]([CH3:53])[CH3:47])[CH2:22]1)(=[O:19])[CH2:2][CH2:3][CH2:4][CH2:5][CH2:6][CH2:7][CH2:8]/[CH:9]=[CH:10]\[CH2:11]/[CH:12]=[CH:13]\[CH2:14][CH2:15][CH2:16][CH2:17][CH3:18] |f:1.2|. Procedure: Compound 26 (297 mg, 87.2%) was obtained in the same manner as that in Example 25, by using compound 2 (300 mg, 0.478 mmol) obtained in Example 2, and N,N-dimethylglycine hydrochloride (Tokyo Chemical Industry Co., Ltd.; 133 mg, 0.955 mmol). The reactants are CCOC(=O)C(C)Br, CS(C)=O, CCO, S=c1ncn(-c2ccc(Cl)c(Cl)c2)[nH]1, [Na]. Product: CCOC(=O)C(C)Sc1ncn(-c2ccc(Cl)c(Cl)c2)n1. Reaction SMILES: [Br:16][CH:17]([C:18](=[O:19])[O:20][CH2:21][CH3:22])[CH3:23].[CH3:24][S:25]([CH3:26])=[O:27].[CH3:28][CH2:29][OH:30].[Cl:1][c:2]1[cH:3][c:4](-[n:9]2[nH:10][c:11](=[S:14])[n:12][cH:13]2)[cH:5][cH:6][c:7]1[Cl:8].[Na:15]>>[Cl:1][c:2]1[cH:3][c:4](-[n:9]2[n:10][c:11]([S:14][CH:17]([C:18](=[O:19])[O:20][CH2:21][CH3:22])[CH3:23])[n:12][cH:13]2)[cH:5][cH:6][c:7]1[Cl:8]. The reactants are FC1=C(C(=CC=C1)C(=C)C)[N+](=O)[O-] (1-fluoro-2-nitro-3-(prop-1-en-2-yl)benzene). The reagents and catalysts are [Pd] (palladium on carbon). Run in C(C)(=O)OCC (ethyl acetate). Run at time 8 hour. Yields the product FC1=C(N)C(=CC=C1)C(C)C (2-fluoro-6-isopropylaniline). Isolated yield 84.7%. As a reaction SMILES: [F:1][C:2]1[CH:7]=[CH:6][CH:5]=[C:4]([C:8]([CH3:10])=[CH2:9])[C:3]=1[N+:11]([O-])=O>C(OCC)(=O)C.[Pd]>[F:1][C:2]1[CH:7]=[CH:6][CH:5]=[C:4]([CH:8]([CH3:10])[CH3:9])[C:3]=1[NH2:11]. Reported procedure: To a solution of 1-fluoro-2-nitro-3-(prop-1-en-2-yl)benzene (0.590 g, 3.26 mmol) in ethyl acetate (32.6 mL) in a 250 mL round-bottomed flask equipped with a magnetic stir bar and nitrogen inlet was added palladium on carbon (5% Pd/C, 0.693 g, 0.326 mmol). The reaction flask was evacuated and purged with hydrogen (2×) and then placed under 1 atmosphere (atm) of hydrogen and stirred at room temperature overnight. The reaction was filtered through Celite® and the pad was washed with ethyl acetate. ... Reactants: CCOC(=O)C(=O)OCC, C1CCOC1, CC(C)[N-]C(C)C, [Cl-], COc1nc(OC)c(Cl)cc1Cl, [Li+], [NH4+]. Product: CCOC(=O)C(=O)c1c(Cl)c(OC)nc(OC)c1Cl. As a reaction SMILES: [C:21]([C:22](=[O:23])[O:24][CH2:25][CH3:26])(=[O:27])[O:28][CH2:29][CH3:30].[CH2:33]1[O:34][CH2:35][CH2:36][CH2:37]1.[CH3:14][CH:15]([N-:16][CH:17]([CH3:18])[CH3:19])[CH3:20].[Cl-:31].[Cl:1][c:2]1[c:3]([O:11][CH3:12])[n:4][c:5]([O:9][CH3:10])[c:6]([Cl:8])[cH:7]1.[Li+:13].[NH4+:32]>>[Cl:1][c:2]1[c:3]([O:11][CH3:12])[n:4][c:5]([O:9][CH3:10])[c:6]([Cl:8])[c:7]1[C:21]([C:22](=[O:23])[O:24][CH2:25][CH3:26])=[O:27]. Starting materials: NC1=CC=C(C=C1)SC1=C(C=C(S1)C(=O)OCC)[N+](=O)[O-] (Ethyl 5-(4-aminophenylthio)-4-nitrothiophene-2-carboxylate), C1=CC=CC=2C3=CC=CC=C3C(C12)COC(=O)Cl (9-fluorenylmethoxycarbonyl chloride), N1=CC=CC=C1 (pyridine). Solvent: C(Cl)Cl (methylene chloride), C(Cl)Cl (methylene chloride). Reaction conditions: time 18 hour. The product is C1=CC=CC=2C3=CC=CC=C3C(C12)COC(=O)NC1=CC=C(C=C1)SC1=C(C=C(S1)C(=O)OCC)[N+](=O)[O-] (Ethyl 5-(4-(((9H-fluoren-9-yl)methoxy)carbonylamino)phenylthio)-4-nitrothiophene-2-carboxylate). Isolated yield 100.0%. Reaction SMILES: [NH2:1][C:2]1[CH:7]=[CH:6][C:5]([S:8][C:9]2[S:13][C:12]([C:14]([O:16][CH2:17][CH3:18])=[O:15])=[CH:11][C:10]=2[N+:19]([O-:21])=[O:20])=[CH:4][CH:3]=1.[CH:22]1[C:34]2[CH:33]([CH2:35][O:36][C:37](Cl)=[O:38])[C:32]3[C:27](=[CH:28][CH:29]=[CH:30][CH:31]=3)[C:26]=2[CH:25]=[CH:24][CH:23]=1.N1C=CC=CC=1>C(Cl)Cl>[CH:22]1[C:34]2[CH:33]([CH2:35][O:36][C:37]([NH:1][C:2]3[CH:3]=[CH:4][C:5]([S:8][C:9]4[S:13][C:12]([C:14]([O:16][CH2:17][CH3:18])=[O:15])=[CH:11][C:10]=4[N+:19]([O-:21])=[O:20])=[CH:6][CH:7]=3)=[O:38])[C:32]3[C:27](=[CH:28][CH:29]=[CH:30][CH:31]=3)[C:26]=2[CH:25]=[CH:24][CH:23]=1. Procedure: A suspension of the product of Example 430B (0.500 g, 1.541 mmol) and 9-fluorenylmethoxycarbonyl chloride (0.478 g, 1.849 mmol) in methylene chloride (10 mL) under a nitrogen atmosphere was treated with pyridine (0.25 mL, 3.083 mmol), and the resulting solution stirred for 18 hours at room temperature. The reaction was diluted with methylene chloride (50 mL) and washed with 1N aqueous HCl (50 mL) then water (50 mL). The organic was dried over magnesium sulfate, filtered, and concentrated by rota...